From a dataset of the Open Reaction Database (ORD), a public repository of structured organic reaction records. describe an organic reaction: reactants, conditions, products, and yield Reactants: C(CCC)C1=NC2=C(N1CC1=CC=C(C=C1)C1=C(C=CC=C1)C#N)C=CC=C2 (2-butyl-1-[(2'-cyanobiphenyl-4-yl)methyl]benzimidazole), [N-]=[N+]=[N-].[Na+] (sodium azide), [Cl-].[NH4+] (ammonium chloride), [N-]=[N+]=[N-].[Na+] (sodium azide), [Cl-].[NH4+] (ammonium chloride), O (water). Solvent: CN(C)C=O (DMF), CN(C)C=O (DMF), C(C)(=O)OCC (ethyl acetate). The product is C(CCC)C1=NC2=C(N1CC1=CC=C(C=C1)C1=C(C=CC=C1)C1=NN=NN1)C=CC=C2 (2-Butyl-1-[[2'-(1H-tetrazol-5-yl)biphenyl-4-yl]methyl]benzimidazole). Isolated yield 40.8%. As a reaction SMILES: [CH2:1]([C:5]1[N:9]([CH2:10][C:11]2[CH:16]=[CH:15][C:14]([C:17]3[CH:22]=[CH:21][CH:20]=[CH:19][C:18]=3[C:23]#[N:24])=[CH:13][CH:12]=2)[C:8]2[CH:25]=[CH:26][CH:27]=[CH:28][C:7]=2[N:6]=1)[CH2:2][CH2:3][CH3:4].[N-:29]=[N+:30]=[N-:31].[Na+].[Cl-].[NH4+].O>CN(C=O)C.C(OCC)(=O)C>[CH2:1]([C:5]1[N:9]([CH2:10][C:11]2[CH:16]=[CH:15][C:14]([C:17]3[CH:22]=[CH:21][CH:20]=[CH:19][C:18]=3[C:23]3[NH:31][N:30]=[N:29][N:24]=3)=[CH:13][CH:12]=2)[C:8]2[CH:25]=[CH:26][CH:27]=[CH:28][C:7]=2[N:6]=1)[CH2:2][CH2:3][CH3:4] |f:1.2,3.4|. Procedure details: A mixture of 2-butyl-1-[(2'-cyanobiphenyl-4-yl)methyl]benzimidazole (1.8 g), sodium azide (0.98 g) and ammonium chloride (0.80 g) was stirred in DMF (6 ml) at 110° C. for 5 days, while supplementing sodium azide (1.6 g), ammonium chloride (1.3 g) and DMF (5 ml) to the reaction system. To the reaction mixture were added water and ethyl acetate, and precipitating crystals were collected by filtration. The organic layer of the filtrate was washed with water, dried and concentrated under reduced pre... Reactants: C(C)(C)(C)OC(=O)N[C@@H]1CN(C[C@@H](C1)CO)C(=O)OCC1=CC=CC=C1 (cis (+/−)-benzyl 3-(tert-butoxycarbonylamino)-5-(hydroxymethyl)piperidine-1-carboxylate), N1C=NC=C1 (imidazole), [Si](C)(C)(C(C)(C)C)Cl (tert-butyldimethylsilylchloride), CN(C)C1=NC=CC=C1 (dimethylaminopyridine). The solvent is ClCCl (dichloromethane). The product is C(C)(C)(C)OC(=O)N[C@@H]1CN(C[C@@H](C1)CO[Si](C)(C)C(C)(C)C)C(=O)OCC1=CC=CC=C1 (cis (+/−)-benzyl 3-(tert-butoxycarbonylamino)-5-((tert-butyldimethylsilyloxy)methyl)piperidine-1-carboxylate). As a reaction SMILES: [C:1]([O:5][C:6]([NH:8][C@H:9]1[CH2:14][C@@H:13]([CH2:15][OH:16])[CH2:12][N:11]([C:17]([O:19][CH2:20][C:21]2[CH:26]=[CH:25][CH:24]=[CH:23][CH:22]=2)=[O:18])[CH2:10]1)=[O:7])([CH3:4])([CH3:3])[CH3:2].N1C=CN=C1.[Si:32](Cl)([C:35]([CH3:38])([CH3:37])[CH3:36])([CH3:34])[CH3:33].CN(C1C=CC=CN=1)C>ClCCl>[C:1]([O:5][C:6]([NH:8][C@H:9]1[CH2:14][C@@H:13]([CH2:15][O:16][Si:32]([C:35]([CH3:38])([CH3:37])[CH3:36])([CH3:34])[CH3:33])[CH2:12][N:11]([C:17]([O:19][CH2:20][C:21]2[CH:22]=[CH:23][CH:24]=[CH:25][CH:26]=2)=[O:18])[CH2:10]1)=[O:7])([CH3:4])([CH3:2])[CH3:3]. Procedure details: A solution of cis (+/−)-benzyl 3-(tert-butoxycarbonylamino)-5-(hydroxymethyl)piperidine-1-carboxylate (1.0 eq.), imidazole (1.1 eq.), tert-butyldimethylsilylchloride (1.1 eq.) and dimethylaminopyridine (0.1 eq.) in dichloromethane at a concentration of 0.1 M was stirred for 18 hours at which time the volatiles were removed in vacuo. Direct purification of the crude material by column chromatography (20% ethyl acetate/hexanes) yielded cis (+/−)-benzyl 3-(tert-butoxycarbonylamino)-5-((tert-butyldi...